Task: describe an organic reaction: reactants, conditions, products, and yield. Dataset: the Open Reaction Database (ORD), a public repository of structured organic reaction records The reactants are NC1=NC(=C(C(=N1)Cl)C=O)N(CC1=CC=C(C=C1)OC)CC1=CC=C(C=C1)OC (2-Amino-4-chloro-6-di(4-methoxybenzyl)amino-5-pyrimidine carbaldehyde), [Cl-].[NH4+] (ammonium chloride), C(C)(=O)OCC (ethyl acetate), C(C1=CC=CC=C1)[Mg]Cl (Benzyl magnesium chloride). Solvent: C1CCOC1 (THF). Run at time 30 minute. Yields the product NC1=NC(=C(C(=N1)Cl)CCC1(CC=CC=C1)O)N(CC1=CC=C(C=C1)OC)CC1=CC=C(C=C1)OC (2-Amino-4-chloro-6-di-(4-methoxybenzyl)amino-5-(1-hydroxy-phenethyl)-pyrimidine). As a reaction SMILES: [NH2:1][C:2]1[N:7]=[C:6]([Cl:8])[C:5]([CH:9]=O)=[C:4]([N:11]([CH2:21][C:22]2[CH:27]=[CH:26][C:25]([O:28][CH3:29])=[CH:24][CH:23]=2)[CH2:12][C:13]2[CH:18]=[CH:17][C:16]([O:19][CH3:20])=[CH:15][CH:14]=2)[N:3]=1.[CH2:30]([Mg]Cl)[C:31]1[CH:36]=[CH:35][CH:34]=[CH:33][CH:32]=1.[Cl-].[NH4+].C(OCC)(=[O:43])C>C1COCC1>[NH2:1][C:2]1[N:7]=[C:6]([Cl:8])[C:5]([CH2:9][CH2:30][C:31]2([OH:43])[CH:36]=[CH:35][CH:34]=[CH:33][CH2:32]2)=[C:4]([N:11]([CH2:12][C:13]2[CH:14]=[CH:15][C:16]([O:19][CH3:20])=[CH:17][CH:18]=2)[CH2:21][C:22]2[CH:27]=[CH:26][C:25]([O:28][CH3:29])=[CH:24][CH:23]=2)[N:3]=1 |f:2.3|. Procedure: 2-Amino-4-chloro-6-di(4-methoxybenzyl)amino-5-pyrimidine carbaldehyde (0.20 g; 0.48 mmol) was stirred in dry THF (5 ml) at 0 DC. Benzyl magnesium chloride (1.0 M; 3 eq; 1.45 mmol; 1.45 ml) was added dropwise. The mixture was stirred for, 30 mins before addition of saturated ammonium chloride solution (50 ml) and ethyl acetate (50 ml). The aqueous layer was further extracted with ethyl acetate and the organic layers combined, washed with water, dried and evaporated. The product was purified by co... Reactants: Cl (HCl), C(C)(C)(C)OC(=O)N1CCN2C1=C(C(=C(C2=O)C)NC2=C(C=C(C=C2)Br)F)NS(=O)(=O)C2(CC2)CC(CO)O (7-(4-bromo-2-fluoro-phenylamino)-8-[1-(2,3-dihydroxy-propyl)-cyclopropanesulfonylamino]-6-methyl-5-oxo-2,3-dihydro-5H-imidazo[1,2-a]pyridine-1-carboxylic acid tert-butyl ester), CO (MeOH). The solvent is C(Cl)(Cl)Cl (CHCl3), C1CCOC1 (THF). Run at temperature 45 celsius, time 1 hour. Yields the product BrC1=CC(=C(C=C1)NC=1C(=C2N(C(C1C)=O)CCN2)NS(=O)(=O)C2(CC2)CC(CO)O)F (1-(2,3-Dihydroxy-propyl)-cyclopropanesulfonic acid [7-(4-bromo-2-fluoro-phenylamino)-6-methyl-5-oxo-1,2,3,5-tetrahydro-imidazo[1,2-a]pyridin-8-yl]-amide). The yield is 39.6%. As a reaction SMILES: Cl.C(OC([N:9]1[C:13]2=[C:14]([NH:29][S:30]([C:33]3([CH2:36][CH:37]([OH:40])[CH2:38][OH:39])[CH2:35][CH2:34]3)(=[O:32])=[O:31])[C:15]([NH:20][C:21]3[CH:26]=[CH:25][C:24]([Br:27])=[CH:23][C:22]=3[F:28])=[C:16]([CH3:19])[C:17](=[O:18])[N:12]2[CH2:11][CH2:10]1)=O)(C)(C)C.CO>C1COCC1.C(Cl)(Cl)Cl>[Br:27][C:24]1[CH:25]=[CH:26][C:21]([NH:20][C:15]2[C:14]([NH:29][S:30]([C:33]3([CH2:36][CH:37]([OH:40])[CH2:38][OH:39])[CH2:34][CH2:35]3)(=[O:32])=[O:31])=[C:13]3[NH:9][CH2:10][CH2:11][N:12]3[C:17](=[O:18])[C:16]=2[CH3:19])=[C:22]([F:28])[CH:23]=1. Procedure: Concentrated HCl (3 mL) was added to a stirred solution of 7-(4-bromo-2-fluoro-phenylamino)-8-[1-(2,3-dihydroxy-propyl)-cyclopropanesulfonylamino]-6-methyl-5-oxo-2,3-dihydro-5H-imidazo[1,2-a]pyridine-1-carboxylic acid tert-butyl ester (75 mg) in THF (10 mL). The resulting mixture was stirred at 45° C. for 1 hour. The reaction was monitored by TLC (10% MeOH in CHCl3). The reaction mixture was concentrated and partitioned between ethyl acetate and water. The organic layer was washed with saturated... The reactants are C(N)(=O)C1=CC=C(C(=O)OC)C=C1 (methyl 4-carbamoylbenzoate), FC(C=1C=C(C(CBr)=O)C=CC1)(F)F (3-trifluoromethylphenacyl bromide). Yields the product FC(C=1C=C(C=CC1)C=1N=C(OC1)C1=CC=C(C(=O)OC)C=C1)(F)F (methyl 4-[4-(3-trifluoromethylphenyl)-2-oxazolyl]benzoate). Yield: 21.0%. As a reaction SMILES: [C:1]([C:4]1[CH:13]=[CH:12][C:7]([C:8]([O:10][CH3:11])=[O:9])=[CH:6][CH:5]=1)(=[O:3])[NH2:2].[F:14][C:15]([F:27])([F:26])[C:16]1[CH:17]=[C:18]([CH:23]=[CH:24][CH:25]=1)[C:19](=O)[CH2:20]Br>>[F:14][C:15]([F:26])([F:27])[C:16]1[CH:17]=[C:18]([C:19]2[N:2]=[C:1]([C:4]3[CH:13]=[CH:12][C:7]([C:8]([O:10][CH3:11])=[O:9])=[CH:6][CH:5]=3)[O:3][CH:20]=2)[CH:23]=[CH:24][CH:25]=1. Procedure: In the same manner as in Example 1, methyl 4-carbamoylbenzoate was reacted with 3-trifluoromethylphenacyl bromide to obtain methyl 4-[4-(3-trifluoromethylphenyl)-2-oxazolyl]benzoate. The product was recrystallized from ethanol. Yield: 21%. Pale yellow prisms. Melting Point: 134 to 135° C.